Dataset: the Open Reaction Database (ORD), a public repository of structured organic reaction records. Task: describe an organic reaction: reactants, conditions, products, and yield RXN SMILES: [Br:1][C:2]1[N:7]=[C:6]([C:8]2([C:11]([OH:13])=O)[CH2:10][CH2:9]2)[CH:5]=[CH:4][CH:3]=1.[CH3:14][NH2:15]>>[CH3:14][NH:15][C:11]([C:8]1([C:6]2[CH:5]=[CH:4][CH:3]=[C:2]([Br:1])[N:7]=2)[CH2:10][CH2:9]1)=[O:13]. The yield is 70.0%. The product is CNC(=O)C1(CC1)C1=NC(=CC=C1)Br (1-(6-Bromo-pyridin-2-yl)-cyclopropanecarboxylic acid methylamide). Starting materials: BrC1=CC=CC(=N1)C1(CC1)C(=O)O (1-(6-bromo-pyridin-2-yl)-cyclopropanecarboxylic acid), CN (methylamine), Intermediate 5. Reported procedure: The title compound was prepared from 1-(6-bromo-pyridin-2-yl)-cyclopropanecarboxylic acid and methylamine (2 mol/L in tetrahydrofuran) following a procedure analogous to that described in Step 2 for Intermediate 5. Yield: 70% of theory; LC (method 3): tR=2.27 min; Mass spectrum (ESI+): m/z=255/257 (Br) [M+H]+. Reactants: FC1=C(OC2=C(C=C(C=C2)C#CC2=NC=CC=C2)OC)C=CC(=C1)[N+](=O)[O-] (2-{[4-(2-fluoro-4-nitrophenoxy)-3-methoxy phenyl]ethynyl}pyridine), C1CCOC1 (THF). The solvent is C(C)O (ethanol). The product is FC=1C=C(N)C=CC1OC1=C(C=C(C=C1)CCC1=NC=CC=C1)OC (3-fluoro-4-[2-methoxy-4-(2-pyridin-2-ylethyl)phenoxy]aniline), oil. Isolated yield 68.0%. Reaction SMILES: [F:1][C:2]1[CH:24]=[C:23]([N+:25]([O-])=O)[CH:22]=[CH:21][C:3]=1[O:4][C:5]1[CH:10]=[CH:9][C:8]([C:11]#[C:12][C:13]2[CH:18]=[CH:17][CH:16]=[CH:15][N:14]=2)=[CH:7][C:6]=1[O:19][CH3:20].C1COCC1>C(O)C>[F:1][C:2]1[CH:24]=[C:23]([CH:22]=[CH:21][C:3]=1[O:4][C:5]1[CH:10]=[CH:9][C:8]([CH2:11][CH2:12][C:13]2[CH:18]=[CH:17][CH:16]=[CH:15][N:14]=2)=[CH:7][C:6]=1[O:19][CH3:20])[NH2:25]. Procedure: According to the procedure of example 20(b) except substituting 4-ethyl-2-methoxy-1-[4-nitro-2-(trifluoromethyl)phenoxy]benzene by 2-{[4-(2-fluoro-4-nitrophenoxy)-3-methoxy phenyl]ethynyl}pyridine (0.23 mmol; 84 mg) and THF by ethanol, the title compound was obtained as a clear oil (68%, 53 mg) after purification on preparative TLC (cyclohexane/ethyl acetate: 6/4). The reactants are CC(C)C[Al+]CC(C)C, CCOC(=O)C=CC=Cc1ccc(C(F)(F)F)cc1, [H-]. The product is OCC=CC=Cc1ccc(C(F)(F)F)cc1. RXN SMILES: [CH2:21]([Al+:22][CH2:23][CH:24]([CH3:25])[CH3:26])[CH:27]([CH3:28])[CH3:29].[F:1][C:2]([c:3]1[cH:4][cH:5][c:6]([CH:9]=[CH:10][CH:11]=[CH:12][C:13](=[O:14])[O:15][CH2:16][CH3:17])[cH:7][cH:8]1)([F:18])[F:19].[H-:20]>>[F:1][C:2]([c:3]1[cH:4][cH:5][c:6]([CH:9]=[CH:10][CH:11]=[CH:12][CH2:13][OH:14])[cH:7][cH:8]1)([F:18])[F:19]. Reactants: ClCCl, OCCCCCC=C(c1ccccc1)c1cccnc1, Cc1ccc(S(=O)(=O)N=C=O)cc1. Product: Cc1ccc(S(=O)(=O)NC(=O)OCCCCCC=C(c2ccccc2)c2cccnc2)cc1. Reaction SMILES: [CH2:34]([Cl:35])[Cl:36].[c:1]1([C:7](=[CH:8][CH2:9][CH2:10][CH2:11][CH2:12][CH2:13][OH:14])[c:15]2[cH:16][n:17][cH:18][cH:19][cH:20]2)[cH:2][cH:3][cH:4][cH:5][cH:6]1.[c:21]1([CH3:33])[cH:22][cH:23][c:24]([S:27](=[O:28])(=[O:29])[N:30]=[C:31]=[O:32])[cH:25][cH:26]1>>[c:1]1([C:7](=[CH:8][CH2:9][CH2:10][CH2:11][CH2:12][CH2:13][O:14][C:31]([NH:30][S:27]([c:24]2[cH:23][cH:22][c:21]([CH3:33])[cH:26][cH:25]2)(=[O:28])=[O:29])=[O:32])[c:15]2[cH:16][n:17][cH:18][cH:19][cH:20]2)[cH:2][cH:3][cH:4][cH:5][cH:6]1. The reactants are C(C)(C)(C)OC(N[C@@H](C(C)C)C(N[C@@H](CC(C)C)B1O[C@]2([C@@H]3C([C@H](C[C@H]2O1)C3)(C)C)C)=O)=O ({(S)-2-Methyl-1-[(R)-3-methyl-1-((1S,2S,6R,8S)-2,9,9-trimethyl-3,5-dioxa-4-bora-tricyclo[6.1.1.02,6]dec-4-yl)-butylcarbamoyl]-propyl}-carbamic acid tert-butyl ester), C(C)(C)(C)OC(=O)N[C@H](C(=O)O)CC1=C(C(=C(C=C1)OC)OC)OC ((S)-2-(tert-butyloxycarbonyl-amino)-3-(2,3,4-trimethoxy-phenyl)-propionic acid), C1(=CC=CC=C1)CCC(=O)O (3-Phenyl-propionic acid). Yields the product CC([C@@H](C(=O)N[C@@H](CC(C)C)B1O[C@]2([C@@H]3C([C@H](C[C@H]2O1)C3)(C)C)C)NC([C@H](CC3=C(C(=C(C=C3)OC)OC)OC)NC(CCC3=CC=CC=C3)=O)=O)C ((S)-3-Methyl-N-[(R)-3-methyl-1-((1S,2S,6R,8S)-2,9,9-trimethyl-3,5-dioxa-4-bora-tricyclo[6.1.1.02,6]dec-4-yl)-butyl]-2-[(S)-2-(3-phenyl-propionyl-amino)-3-(2,3,4-trimethoxyphenyl)-propionylamino]-butyramide). As a reaction SMILES: C(O[C:6](=[O:33])[NH:7][C@H:8]([C:12](=[O:32])[NH:13][C@H:14]([B:19]1[O:27][C@H:26]2[C@:21]([CH3:31])([C@H:22]3[CH2:28][C@@H:24]([CH2:25]2)[C:23]3([CH3:30])[CH3:29])[O:20]1)[CH2:15][CH:16]([CH3:18])[CH3:17])[CH:9]([CH3:11])[CH3:10])(C)(C)C.C(O[C:39]([NH:41][C@@H:42]([CH2:46][C:47]1[CH:52]=[CH:51][C:50]([O:53][CH3:54])=[C:49]([O:55][CH3:56])[C:48]=1[O:57][CH3:58])C(O)=O)=[O:40])(C)(C)C.[C:59]1([CH2:65][CH2:66]C(O)=O)[CH:64]=[CH:63][CH:62]=[CH:61][CH:60]=1>>[CH3:11][CH:9]([CH3:10])[C@H:8]([NH:7][C:6](=[O:33])[C@@H:42]([NH:41][C:39](=[O:40])[CH2:66][CH2:65][C:59]1[CH:64]=[CH:63][CH:62]=[CH:61][CH:60]=1)[CH2:46][C:47]1[CH:52]=[CH:51][C:50]([O:53][CH3:54])=[C:49]([O:55][CH3:56])[C:48]=1[O:57][CH3:58])[C:12]([NH:13][C@H:14]([B:19]1[O:27][C@H:26]2[C@:21]([CH3:31])([C@H:22]3[CH2:28][C@@H:24]([CH2:25]2)[C:23]3([CH3:29])[CH3:30])[O:20]1)[CH2:15][CH:16]([CH3:17])[CH3:18])=[O:32]. Reported procedure: The title compound is prepared from {(S)-2-Methyl-1-[(R)-3-methyl-1-((1S,2S,6R,8S)-2,9,9-trimethyl-3,5-dioxa-4-bora-tricyclo[6.1.1.02,6]dec-4-yl)-butylcarbamoyl]-propyl}-carbamic acid tert-butyl ester by reiteration of the 2-step (deprotection/coupling) procedure described in example 1 but using (S)-2-(tert-butyloxycarbonyl-amino)-3-(2,3,4-trimethoxy-phenyl)-propionic acid and 3-Phenyl-propionic acid (Fluka, Buchs, Switzerland) as the partners in each coupling reaction (step B, example 1), respe...